Dataset: the Open Reaction Database (ORD), a public repository of structured organic reaction records. Task: describe an organic reaction: reactants, conditions, products, and yield The reactants are FC=1C=C(C=CC1)[C@@H]1N(CCC1)C1=NC=2N(C=C1)N=CC2N ((R)-5-(2-(3-fluorophenyl)pyrrolidin-1-yl)pyrazolo[1,5-a]pyrimidin-3-amine), C1=CN(C=N1)C(=O)N2C=CN=C2 (CDI), N1CCOCC1 (morpholine). Solvent: C(Cl)Cl (DCM). Conditions: time 2 hour. The product is FC=1C=C(C=CC1)[C@@H]1N(CCC1)C1=NC=2N(C=C1)N=CC2NC(=O)N2CCOCC2 ((R)—N-(5-(2-(3-fluorophenyl)pyrrolidin-1-yl)pyrazolo[1,5-a]pyrimidin-3-yl)morpholine-4-carboxamide). The yield is 98.9%. Reaction SMILES: [F:1][C:2]1[CH:3]=[C:4]([C@H:8]2[CH2:12][CH2:11][CH2:10][N:9]2[C:13]2[CH:18]=[CH:17][N:16]3[N:19]=[CH:20][C:21]([NH2:22])=[C:15]3[N:14]=2)[CH:5]=[CH:6][CH:7]=1.C1N=CN([C:28]([N:30]2[CH:34]=N[CH:32]=[CH:31]2)=[O:29])C=1.N1CC[O:38][CH2:37]C1>C(Cl)Cl>[F:1][C:2]1[CH:3]=[C:4]([C@H:8]2[CH2:12][CH2:11][CH2:10][N:9]2[C:13]2[CH:18]=[CH:17][N:16]3[N:19]=[CH:20][C:21]([NH:22][C:28]([N:30]4[CH2:31][CH2:32][O:38][CH2:37][CH2:34]4)=[O:29])=[C:15]3[N:14]=2)[CH:5]=[CH:6][CH:7]=1. Procedure: To a DCM (0.8 mL) solution of (R)-5-(2-(3-fluorophenyl)pyrrolidin-1-yl)pyrazolo[1,5-a]pyrimidin-3-amine (50 mg, 0.17 mmol) was added CDI (41 mg, 0.25 mmol) at ambient temperature in one portion. After stirring two hours, morpholine (22 mg, 0.25 mmol) was added in one portion. The reaction was stirred for 5 minutes before it was concentrated and directly purified by reverse-phase column chromatography, eluting with 5 to 54% acetonitrile/water to yield the final product as a yellowish foamy powder... Reactants: [H-].[Al+3].[Li+].[H-].[H-].[H-] (Lithium aluminum hydride), CC(C(=O)OCC)(C)C(C1=C(C(=CC=C1)O)Cl)=O (ethyl 2,2-dimethyl-3-hydroxy(2-chlorobenzoyl)acetate), OS(=O)(=O)[O-].[Na+] (NaHSO4). Solvent: CCOCC (ether), CCOCC (ether). Run at temperature -20 celsius, time 3 hour. The product is ClC1=C(C=CC=C1)C(C(CO)(C)C)O (1-(2-chlorophenyl)-2,2-dimethyl-1,3-propanediol). Isolated yield 77.6%. As a reaction SMILES: [H-].[Al+3].[Li+].[H-].[H-].[H-].[CH3:7][C:8]([C:15](=[O:24])[C:16]1[CH:21]=[CH:20][CH:19]=[C:18](O)[C:17]=1[Cl:23])([CH3:14])[C:9](OCC)=[O:10].OS([O-])(=O)=O.[Na+]>CCOCC>[Cl:23][C:17]1[CH:18]=[CH:19][CH:20]=[CH:21][C:16]=1[CH:15]([OH:24])[C:8]([CH3:7])([CH3:14])[CH2:9][OH:10] |f:0.1.2.3.4.5,7.8|. Reported procedure: Lithium aluminum hydride (0.5 g, 11.7 mmol) was suspended in ether (50 ml) and cooled to −20° C. to −30° C. Thereto was added dropwise a solution of ethyl 2,2-dimethyl-3-hydroxy(2-chlorobenzoyl)acetate (2 g, 7.8 mmol) in ether (10 ml) while maintaining at not higher than −20° C. The mixture was stirred at −20° C. for 1 h and at 0° C. for 3 h, cooled to −20° C. and 10%—NaHSO4 aqueous solution (20 ml) was added dropwise. The mixture was stirred at room temperature for 30 min, and an insoluble mate... The reactants are COC1(C(OCC1)C)C=1SC(=CN1)SC1=CC=C(C=C1)C(C)=O (4'-{2-[(2RS,3RS)-3-methoxy-2-methyltetrahydrofuran-3-yl]thiazol-5-ylthio}acetophenone), Cl.NO (hydroxylamine hydrochloride). Product: COC1(C(OCC1)C)C=1SC(=CN1)SC1=CC=C(C=C1)/C(/C)=N/O ((E)-4'-{2-[(2RS,3RS)-3-methoxy-2-methyltetrahydrofuran-3-yl]thiazol-5-ylthio}acetophenone oxime). The yield is 98.0%. Reaction SMILES: [CH3:1][O:2][C:3]1([C:9]2[S:10][C:11]([S:14][C:15]3[CH:20]=[CH:19][C:18]([C:21](=O)[CH3:22])=[CH:17][CH:16]=3)=[CH:12][N:13]=2)[CH2:7][CH2:6][O:5][CH:4]1[CH3:8].Cl.[NH2:25][OH:26]>>[CH3:1][O:2][C:3]1([C:9]2[S:10][C:11]([S:14][C:15]3[CH:20]=[CH:19][C:18](/[C:21](=[N:25]/[OH:26])/[CH3:22])=[CH:17][CH:16]=3)=[CH:12][N:13]=2)[CH2:7][CH2:6][O:5][CH:4]1[CH3:8] |f:1.2|. Procedure details: Using an analogous procedure to that described in Example 66, 4'-{2-[(2RS,3RS)-3-methoxy-2-methyltetrahydrofuran-3-yl]thiazol-5-ylthio}acetophenone was reacted with hydroxylamine hydrochloride to give (E)-4'-{2-[(2RS,3RS)-3-methoxy-2-methyltetrahydrofuran-3-yl]thiazol-5-ylthio}acetophenone oxime in 98% yield as a gum. Yield: 80.1%. Procedure: To the resultant compound from Example 20 (2.51 g, 8.84 mmol) in methylene chloride (20 ml) was added diisopropylethylamine (4.60 ml, 26.4 mmol) and methoxyethoxychloromethane (3.00 ml, 26.3 mmol). After stirring at room temperature for 24 h the mixture was concentrated, diluted with ethyl acetate, washed with 0.5M H3PO4, saturated NaHCO3 solution, then brine, dried over Na2SO4, and evaporated. Chromatography on silica gel with ethyl acetate/hexane mixtures afforded 2.63 g (80%) of the desired p... As a reaction SMILES: [OH:1][C@H:2]([C@@H:5]([NH:13][C:14]([O:16][C:17]([CH3:20])([CH3:19])[CH3:18])=[O:15])[CH2:6][CH:7]1[CH2:12][CH2:11][CH2:10][CH2:9][CH2:8]1)[CH:3]=[CH2:4].C(N(C(C)C)CC)(C)C.[CH3:30][O:31][CH2:32][CH2:33][O:34][CH2:35]Cl>C(Cl)Cl>[CH3:30][O:31][CH2:32][CH2:33][O:34][CH2:35][O:1][C@H:2]([C@@H:5]([NH:13][C:14]([O:16][C:17]([CH3:20])([CH3:19])[CH3:18])=[O:15])[CH2:6][CH:7]1[CH2:8][CH2:9][CH2:10][CH2:11][CH2:12]1)[CH:3]=[CH2:4]. Solvent: C(Cl)Cl (methylene chloride). Conditions: time 24 hour. Yields the product COCCOCO[C@@H](C=C)[C@H](CC1CCCCC1)NC(=O)OC(C)(C)C ((3S,4S)-3-Methoxyethoxymethoxy-4-tertbutyloxycarbonylamino-5-cyclohexyl-1-pentene). Starting materials: O[C@@H](C=C)[C@H](CC1CCCCC1)NC(=O)OC(C)(C)C ((3S,4S)-3-Hydroxy-4-tert-butyloxycarbonylamino-5-cyclohexyl-1-pentene), C(C)(C)N(CC)C(C)C (diisopropylethylamine), COCCOCCl (methoxyethoxychloromethane). Reactants: CN(C=O)C (N,N-dimethylformamide), OCC1=C(C=CC=C1)N1C(N(N=C1OC)C)=O (2,4-dihydro-4-[2-(hydroxymethyl)phenyl]-5-methoxy-2-methyl-3H-1,2,4-triazol-3-one), C([O-])([O-])=O.[K+].[K+] (potassium carbonate), ClC=1N=[N+](C2=C(N1)C=CC(=C2)OC)[O-] (3-chloro-7-methoxy-1,2,4-benzotriazine 1-oxide). The solvent is O (water). Reaction conditions: time 24 hour. Yields the product COC=1N(C(N([N+]1[O-])C)=O)C1=C(C=CC=C1)OC=1N=NC2=C(N1)C=CC(=C2)OC (2,4-dihydro-5-methoxy-4-[2-[(7-methoxy-1,2,4-benzotriazin-3-yl)oxy]phenyl]-2-methyl-3H-1,2,4-triazol-3-one N-oxide). As a reaction SMILES: [CH3:1][N:2](C)[CH:3]=[O:4].OC[C:8]1[CH:13]=[CH:12][CH:11]=[CH:10][C:9]=1[N:14]1[C:18]([O:19][CH3:20])=[N:17][N:16]([CH3:21])[C:15]1=[O:22].C(=O)([O-])[O-:24].[K+].[K+].ClC1[N:31]=[N+:32]([O-])[C:33]2[CH:39]=[C:38]([O:40][CH3:41])[CH:37]=[CH:36]C=2N=1>O>[CH3:20][O:19][C:18]1[N:14]([C:9]2[CH:10]=[CH:11][CH:12]=[CH:13][C:8]=2[O:4][C:3]2[N:31]=[N:32][C:33]3[CH:39]=[C:38]([O:40][CH3:41])[CH:37]=[CH:36][C:1]=3[N:2]=2)[C:15](=[O:22])[N:16]([CH3:21])[N+:17]=1[O-:24] |f:2.3.4|. Procedure details: To a solution of 25 mL of N,N-dimethylformamide containing 0.11 g of the title compound of Step D under a nitrogen atmosphere was added 0.17 g of potassium carbonate and 0.11 g of 3-chloro-7-methoxy-1,2,4-benzotriazine 1-oxide. The reaction mixture was stirred at room temperature for approximately 24 h, and was then poured into water and extracted with dichloromethane. The organic extracts were washed with water and saturated aqueous sodium chloride. The organic layer was dried over magnesium su... RXN SMILES: [CH2:1]([C:8]1O[C:10]([O:16]CC)=[C:11]([CH:13]([CH3:15])[CH3:14])[N:12]=1)[C:2]1[CH:7]=[CH:6][CH:5]=[CH:4][CH:3]=1.[O:19]1[CH2:23][CH:22]=[CH:21][CH2:20]1>>[CH2:1]([C:8]1[C:21]2[CH2:20][O:19][CH2:23][C:22]=2[C:10]([OH:16])=[C:11]([CH:13]([CH3:14])[CH3:15])[N:12]=1)[C:2]1[CH:3]=[CH:4][CH:5]=[CH:6][CH:7]=1. Product: C(C1=CC=CC=C1)C1=NC(=C(C2=C1COC2)O)C(C)C (4-benzyl-6-isopropyl-1,3-dihydro-furo[3,4-c]pyridin-7-ol). The reactants are C(C1=CC=CC=C1)C=1OC(=C(N1)C(C)C)OCC (2-benzyl-4-isopropyl-5-ethoxyoxazole), O1CC=CC1 (2,5-dihydrofuran). Procedure details: 36.8 g of 2-benzyl-4-isopropyl-5-ethoxyoxazole (150 millimoles) and 210 g (3 moles) of 2,5-dihydrofuran are heated in an autoclave at 190° C. for 5 hours. Unconverted 2,5-dihydrofuran is distilled off. The residue is taken up in methylene chloride and the solution is extracted with 10% strength sodium hydroxide solution. On neutralizing the alkaline solution, crude 4-benzyl-6-isopropyl-1,3-dihydro-furo[3,4-c]pyridin-7-ol is obtained and is extracted with methylene chloride (20.4 g). The product ... Starting materials: ClC(c1ccccc1)(c1ccccc1)c1ccccc1, CC(=O)[O-], CN(C)C=O, Cl, NC(CCS)C(=O)O, [Na+]. Yields the product NC(CCSC(c1ccccc1)(c1ccccc1)c1ccccc1)C(=O)O. As a reaction SMILES: [C:10]([c:11]1[cH:12][cH:13][cH:14][cH:15][cH:16]1)([c:17]1[cH:18][cH:19][cH:20][cH:21][cH:22]1)([c:23]1[cH:24][cH:25][cH:26][cH:27][cH:28]1)[Cl:29].[CH3:31][C:32](=[O:33])[O-:34].[CH3:35][N:36]([CH3:37])[CH:38]=[O:39].[ClH:1].[NH2:2][CH:3]([CH2:4][CH2:5][SH:6])[C:7](=[O:8])[OH:9].[Na+:30]>>[NH2:2][CH:3]([CH2:4][CH2:5][S:6][C:10]([c:11]1[cH:12][cH:13][cH:14][cH:15][cH:16]1)([c:17]1[cH:18][cH:19][cH:20][cH:21][cH:22]1)[c:23]1[cH:24][cH:25][cH:26][cH:27][cH:28]1)[C:7](=[O:8])[OH:9].